From a dataset of the Open Reaction Database (ORD), a public repository of structured organic reaction records. describe an organic reaction: reactants, conditions, products, and yield The reactants are CC(=O)Nc1nc(O)c2cc(C=C(C)c3ccc(C(=O)O)cc3)cnc2n1, CN1CCOCC1, CN1CCCC1=O, CCOC(=O)CCC(N)C(=O)OCC, O=P(Cl)(Nc1ccccc1)Oc1ccccc1. Yields the product CCOC(=O)CCC(NC(=O)c1ccc(C(C)=Cc2cnc3nc(NC(C)=O)nc(O)c3c2)cc1)C(=O)OCC. As a reaction SMILES: [C:1]([CH3:2])(=[O:3])[NH:4][c:5]1[n:6][c:7]([OH:27])[c:8]2[c:9]([n:10]1)[n:11][cH:12][c:13]([CH:15]=[C:16]([CH3:17])[c:18]1[cH:19][cH:20][c:21]([C:24](=[O:25])[OH:26])[cH:22][cH:23]1)[cH:14]2.[CH3:28][N:29]1[CH2:30][CH2:31][O:32][CH2:33][CH2:34]1.[CH3:66][N:67]1[CH2:68][CH2:69][CH2:70][C:71]1=[O:72].[NH2:52][CH:53]([CH2:54][CH2:55][C:56](=[O:57])[O:58][CH2:59][CH3:60])[C:61](=[O:62])[O:63][CH2:64][CH3:65].[c:35]1([NH:36][P:37]([Cl:38])(=[O:39])[O:40][c:41]2[cH:42][cH:43][cH:44][cH:45][cH:46]2)[cH:47][cH:48][cH:49][cH:50][cH:51]1>>[C:1]([CH3:2])(=[O:3])[NH:4][c:5]1[n:6][c:7]([OH:27])[c:8]2[c:9]([n:10]1)[n:11][cH:12][c:13]([CH:15]=[C:16]([CH3:17])[c:18]1[cH:19][cH:20][c:21]([C:24](=[O:25])[NH:52][CH:53]([CH2:54][CH2:55][C:56](=[O:57])[O:58][CH2:59][CH3:60])[C:61](=[O:62])[O:63][CH2:64][CH3:65])[cH:22][cH:23]1)[cH:14]2. Procedure: The secoacid (10) (1.24 g, 3.7 mmol) was mixed with ammonium acetate (1.7 g, 22.2 mmol) and ethylene glycol (23 mL) in a 50 mL round bottomed flask fitted with a stirrer bar and a rubber septum. The flask was heated under nitrogen to 1800 slowly over 40 minutes at kept there for 2 h. The mixture was cooled to 70° and the solution poured into 200 mL of ice water. The product precipitated out, was filtered and washed with water. The precipitate was dried under reduced pressure. Recovered product: ... The solvent is C(CO)O (ethylene glycol). Reaction conditions: time 2 hour. The reactants are C[C@@H]1C[C@@H]([C@]2(C)[C@@H]1[C@@H]1CCC3CCCC[C@]3(C)[C@H]1CC2)O (15β-Methyl-androstan-17β-ol), C(C)(=O)[O-].[NH4+] (ammonium acetate), ice water. Yields the product C[C@@H]1C[C@@H]([C@]2(C)[C@@H]1[C@@H]1CC=C3NC(CC[C@]3(C)[C@H]1CC2)=O)O (15β-Methyl-17β-hydroxy-4-aza androst-5-en-3-one). RXN SMILES: [CH3:1][C@H:2]1[C@H:7]2[C@H:8]3[C@H:18]([CH2:19][CH2:20][C@:5]2([CH3:6])[C@@H:4]([OH:21])[CH2:3]1)[C@:16]1([CH3:17])[CH:11](CCC[CH2:15]1)[CH2:10][CH2:9]3.[C:22]([O-:25])(=O)[CH3:23].[NH4+:26]>C(O)CO>[CH3:1][C@H:2]1[C@H:7]2[C@H:8]3[C@H:18]([CH2:19][CH2:20][C@:5]2([CH3:6])[C@@H:4]([OH:21])[CH2:3]1)[C@:16]1([CH3:17])[C:11]([NH:26][C:22](=[O:25])[CH2:23][CH2:15]1)=[CH:10][CH2:9]3 |f:1.2|.